Dataset: the Open Reaction Database (ORD), a public repository of structured organic reaction records. Task: describe an organic reaction: reactants, conditions, products, and yield Reaction SMILES: [C:19](=[O:20])([O-:21])[OH:22].[F:1][c:2]1[cH:3][c:4]([O:9][CH3:10])[c:5]([NH2:6])[cH:7][cH:8]1.[N+:11](=[O:12])([OH:13])[O-:14].[NH2:15][C:16]([NH2:17])=[NH:18].[Na+:23].[S:24](=[O:25])(=[O:26])([OH:27])[OH:28]>>[F:1][c:2]1[cH:3][c:4]([O:9][CH3:10])[c:5]([NH2:6])[cH:7][c:8]1[N+:11](=[O:12])[O-:13]. Starting materials: O=C([O-])O, COc1cc(F)ccc1N, O=[N+]([O-])O, N=C(N)N, [Na+], O=S(=O)(O)O. Yields the product COc1cc(F)c([N+](=O)[O-])cc1N. Starting materials: Cc1ccc(S(=O)(=O)OCC2Cc3cccc(-c4ccc(F)cc4F)c3O2)cc1, [N-]=[N+]=[N-], [Na+]. As a reaction SMILES: [CH3:1][c:2]1[cH:3][cH:4][c:5]([S:6]([O:7][CH2:12][CH:13]2[O:14][c:15]3[c:16]([cH:18][cH:19][cH:20][c:21]3-[c:22]3[c:23]([F:29])[cH:24][c:25]([F:28])[cH:26][cH:27]3)[CH2:17]2)(=[O:8])=[O:9])[cH:10][cH:11]1.[N-:31]=[N+:32]=[N-:33].[Na+:30]>>[CH2:12]([CH:13]1[O:14][c:15]2[c:16]([cH:18][cH:19][cH:20][c:21]2-[c:22]2[c:23]([F:29])[cH:24][c:25]([F:28])[cH:26][cH:27]2)[CH2:17]1)[N:31]=[N+:32]=[N-:33]. Yields the product [N-]=[N+]=NCC1Cc2cccc(-c3ccc(F)cc3F)c2O1. Starting materials: C1(=CC=CC=C1)C(N1C(C(C2=C(C=CC=C12)F)C1=CC2=C(OCCO2)C=C1O)=O)C1=CC=CC=C1 (1-(diphenylmethyl)-4-fluoro-3-(7-hydroxy-2,3-dihydro-1,4-benzodioxin-6-yl)-1,3-dihydro-2H-indol-2-one), C1(=CC=CC=C1)C(N1C(C(C2=CC=CC=C12)C1=C(C=C(C(=C1)C)OC)O)=O)C1=CC=CC=C1 (1-(diphenylmethyl)-3-(2-hydroxy-4-methoxy-5-methylphenyl)-1,3-dihydro-2H-indol-2-one). Product: C1(=CC=CC=C1)C(N1C(C2(C3=C(C=CC=C13)F)COC1=CC3=C(OCCO3)C=C12)=O)C1=CC=CC=C1 (1′-(diphenylmethyl)-4′-fluoro-2,3-dihydrospiro[furo[2,3-g][1,4]benzodioxine-8,3′-indol]-2′(1′H)-one). As a reaction SMILES: [C:1]1([CH:7]([C:30]2[CH:35]=[CH:34][CH:33]=[CH:32][CH:31]=2)[N:8]2[C:16]3[C:11](=[C:12]([F:17])[CH:13]=[CH:14][CH:15]=3)[CH:10]([C:18]3[C:27]([OH:28])=[CH:26][C:21]4[O:22][CH2:23][CH2:24][O:25][C:20]=4[CH:19]=3)[C:9]2=[O:29])[CH:6]=[CH:5][CH:4]=[CH:3][CH:2]=1.[C:36]1(C(C2C=CC=CC=2)N2C3C(=CC=CC=3)C(C3C=C(C)C(OC)=CC=3O)C2=O)C=CC=CC=1>>[C:30]1([CH:7]([C:1]2[CH:2]=[CH:3][CH:4]=[CH:5][CH:6]=2)[N:8]2[C:16]3[C:11](=[C:12]([F:17])[CH:13]=[CH:14][CH:15]=3)[C:10]3([C:18]4[C:27](=[CH:26][C:21]5[O:22][CH2:23][CH2:24][O:25][C:20]=5[CH:19]=4)[O:28][CH2:36]3)[C:9]2=[O:29])[CH:31]=[CH:32][CH:33]=[CH:34][CH:35]=1. Procedure details: Following the procedure as described in EXAMPLE 2 and making non-critical variations using 1-(diphenylmethyl)-4-fluoro-3-(7-hydroxy-2,3-dihydro-1,4-benzodioxin-6-yl)-1,3-dihydro-2H-indol-2-one to replace 1-(diphenylmethyl)-3-(2-hydroxy-4-methoxy-5-methylphenyl)-1,3-dihydro-2H-indol-2-one, 1′-(diphenylmethyl)-4′-fluoro-2,3-dihydrospiro[furo[2,3-g][1,4]benzodioxine-8,3′-indol]-2′(1′H)-one was obtained (83%) as a colorless solid: mp 196-198° C.; 1H NMR (300 MHz, DMSO-d6) δ 7.46-7.26 (m, 10H), 7.19 ... Reactants: BrCCOCCBr (2-Bromoethyl ether), C([O-])([O-])=O.[K+].[K+] (potassium carbonate), NC=1C=C(C=CC1)C1(CCC(CC1)C)N1CCN(CC1)C1=CC=CC=C1 (1-(3-Aminophenyl)-1-(4-phenylpiperazin-1-yl)-4-methyl cyclohexane). Run in C(C)(=O)OCC (ethyl acetate), CN(C)C=O (DMF). Conditions: temperature 90 celsius. The product is O1CCN(CC1)C=1C=C(C=CC1)C1(CCC(CC1)C)N1CCN(CC1)C1=CC=CC=C1 (1-(3-morpholinophenyl)-1-(4-phenylpiperazin-1-yl)-4-methyl cyclohexane). The yield is 37.8%. Reaction SMILES: [NH2:1][C:2]1[CH:3]=[C:4]([C:8]2([N:15]3[CH2:20][CH2:19][N:18]([C:21]4[CH:26]=[CH:25][CH:24]=[CH:23][CH:22]=4)[CH2:17][CH2:16]3)[CH2:13][CH2:12][CH:11]([CH3:14])[CH2:10][CH2:9]2)[CH:5]=[CH:6][CH:7]=1.Br[CH2:28][CH2:29][O:30][CH2:31][CH2:32]Br.C(=O)([O-])[O-].[K+].[K+]>CN(C=O)C.C(OCC)(=O)C>[O:30]1[CH2:31][CH2:32][N:1]([C:2]2[CH:3]=[C:4]([C:8]3([N:15]4[CH2:16][CH2:17][N:18]([C:21]5[CH:26]=[CH:25][CH:24]=[CH:23][CH:22]=5)[CH2:19][CH2:20]4)[CH2:13][CH2:12][CH:11]([CH3:14])[CH2:10][CH2:9]3)[CH:5]=[CH:6][CH:7]=2)[CH2:28][CH2:29]1 |f:2.3.4|. Procedure: 1-(3-Aminophenyl)-1-(4-phenylpiperazin-1-yl)-4-methyl cyclohexane (cis isomer) (150 mg) was dissolved in 1 mL dry DMF under a nitrogen atmosphere. 2-Bromoethyl ether (150 mg) and potassium carbonate (150 mg) were added and the mixture was heated to 90° C. for 6 hours. The mixture was cooled to room temperature, diluted with 20 mL ethyl acetate, and transferred to a separatory funnel. The mixture was washed 5×10 mL water and 1×10 mL brine. The organic phase was dried over sodium sulfate, filtered... Starting materials: ClC=1C=C(C=CC(=O)O)C=CC1C (3-chloro-4-methylcinnamic acid), O=S(Cl)Cl (SOCl2), Cl (HCl), ice, O=S(Cl)Cl (SOCl2), acid chloride, Cl.NN1C(=O)NC(=O)C1 (1 -aminohydantoin hydrochloride). The solvent is N1=CC=CC=C1 (pyridine). Conditions: time 8 hour. Product: ClC=1C=C(C=CC(=O)NN2C(=O)NC(=O)C2)C=CC1C (1-(3-Chloro-4-methylcinnamamido)hydantoin). RXN SMILES: [Cl:1][C:2]1[CH:3]=[C:4]([CH:10]=[CH:11][C:12]=1[CH3:13])[CH:5]=[CH:6][C:7]([OH:9])=O.O=S(Cl)Cl.Cl.[NH2:19][N:20]1[CH2:26][C:24](=[O:25])[NH:23][C:21]1=[O:22].Cl>N1C=CC=CC=1>[Cl:1][C:2]1[CH:3]=[C:4]([CH:10]=[CH:11][C:12]=1[CH3:13])[CH:5]=[CH:6][C:7]([NH:19][N:20]1[CH2:26][C:24](=[O:25])[NH:23][C:21]1=[O:22])=[O:9] |f:2.3|. Reported procedure: To 3-chloro-4-methylcinnamic acid (50 g, 0.25 mole) was added dropwise SOCl2 (140 ml). The mixture was heated under reflux for 45 min. after the addition was complete. After stirring at room temperature for 1 hour the SOCl2 was removed in vacuo. Dry benzene was added and then removed in vacuo. The acid chloride residue was treated with 1 -aminohydantoin hydrochloride (42 g, 0.275 mole) in 350 ml of pyridine, then heated under reflux for 2 hr. After cooling slightly, the reaction mixture was pour... Reactants: COC(=O)c1c(-c2ccc(F)cc2)nn2cc(N(CCO)S(C)(=O)=O)c(-c3cccc(C(=O)NC4(c5ccccn5)CC4)c3)cc12, O=C(O)C(F)(F)F. Yields the product CS(=O)(=O)N(CCO)c1cn2nc(-c3ccc(F)cc3)c(C(=O)O)c2cc1-c1cccc(C(=O)NC2(c3ccccn3)CC2)c1. As a reaction SMILES: [F:1][c:2]1[cH:3][cH:4][c:5](-[c:8]2[n:9][n:10]3[c:11]([cH:12][c:13](-[c:24]4[cH:25][c:26]([C:30]([NH:31][C:32]5([c:35]6[n:36][cH:37][cH:38][cH:39][cH:40]6)[CH2:33][CH2:34]5)=[O:41])[cH:27][cH:28][cH:29]4)[c:14]([N:16]([S:17](=[O:18])(=[O:19])[CH3:20])[CH2:21][CH2:22][OH:23])[cH:15]3)[c:42]2[C:43](=[O:44])[O:45][CH3:46])[cH:6][cH:7]1.[F:47][C:48]([F:49])([F:50])[C:51]([OH:52])=[O:53]>>[F:1][c:2]1[cH:3][cH:4][c:5](-[c:8]2[n:9][n:10]3[c:11]([cH:12][c:13](-[c:24]4[cH:25][c:26]([C:30]([NH:31][C:32]5([c:35]6[n:36][cH:37][cH:38][cH:39][cH:40]6)[CH2:33][CH2:34]5)=[O:41])[cH:27][cH:28][cH:29]4)[c:14]([N:16]([S:17](=[O:18])(=[O:19])[CH3:20])[CH2:21][CH2:22][OH:23])[cH:15]3)[c:42]2[C:43](=[O:44])[OH:45])[cH:6][cH:7]1. Reactants: Cc1cc(O)c(O)cc1C, Cc1ccccc1, O=C(O)CCCCCC(O)c1ccc(F)cc1, [H-], [Na+], Cc1ccc(S(=O)(=O)O)cc1. Yields the product Cc1cc(O)c(O)c(C(CCCCCC(=O)O)c2ccc(F)cc2)c1C. As a reaction SMILES: [CH3:1][c:2]1[cH:3][c:4]([OH:10])[c:5]([OH:6])[cH:7][c:8]1[CH3:9].[CH3:41][c:42]1[cH:43][cH:44][cH:45][cH:46][cH:47]1.[F:11][c:12]1[cH:13][cH:14][c:15]([CH:18]([CH2:19][CH2:20][CH2:21][CH2:22][CH2:23][C:24](=[O:25])[OH:26])[OH:27])[cH:16][cH:17]1.[H-:28].[Na+:40].[c:29]1([CH3:30])[cH:31][cH:32][c:33]([S:34]([OH:35])(=[O:36])=[O:37])[cH:38][cH:39]1>>[CH3:1][c:2]1[c:3]([CH:18]([c:15]2[cH:14][cH:13][c:12]([F:11])[cH:17][cH:16]2)[CH2:19][CH2:20][CH2:21][CH2:22][CH2:23][C:24](=[O:25])[OH:26])[c:4]([OH:10])[c:5]([OH:6])[cH:7][c:8]1[CH3:9].